This data is from the Open Reaction Database (ORD), a public repository of structured organic reaction records. The task is: describe an organic reaction: reactants, conditions, products, and yield Starting materials: CCCn1ncc(C#N)c1N, ClC(c1ccccc1)(c1ccccc1)c1ccccc1, c1ccncc1. The product is CCCn1ncc(C#N)c1NC(c1ccccc1)(c1ccccc1)c1ccccc1. Reaction SMILES: [NH2:1][c:2]1[c:3]([C:10]#[N:11])[cH:4][n:5][n:6]1[CH2:7][CH2:8][CH3:9].[c:12]1([C:18]([c:19]2[cH:20][cH:21][cH:22][cH:23][cH:24]2)([c:25]2[cH:26][cH:27][cH:28][cH:29][cH:30]2)[Cl:31])[cH:13][cH:14][cH:15][cH:16][cH:17]1.[cH:32]1[cH:33][cH:34][n:35][cH:36][cH:37]1>>[NH:1]([c:2]1[c:3]([C:10]#[N:11])[cH:4][n:5][n:6]1[CH2:7][CH2:8][CH3:9])[C:18]([c:12]1[cH:13][cH:14][cH:15][cH:16][cH:17]1)([c:19]1[cH:20][cH:21][cH:22][cH:23][cH:24]1)[c:25]1[cH:26][cH:27][cH:28][cH:29][cH:30]1. Reactants: ClCCl, O=C=Nc1ccc(Oc2ccc3ccccc3c2)c(C(F)(F)F)c1, NO. Product: O=C(NO)Nc1ccc(Oc2ccc3ccccc3c2)c(C(F)(F)F)c1. As a reaction SMILES: [CH2:27]([Cl:28])[Cl:29].[F:1][C:2]([c:3]1[cH:4][c:5]([N:20]=[C:21]=[O:22])[cH:6][cH:7][c:8]1[O:9][c:10]1[cH:11][c:12]2[cH:13][cH:14][cH:15][cH:16][c:17]2[cH:18][cH:19]1)([F:23])[F:24].[NH2:25][OH:26]>>[F:1][C:2]([c:3]1[cH:4][c:5]([NH:20][C:21](=[O:22])[NH:25][OH:26])[cH:6][cH:7][c:8]1[O:9][c:10]1[cH:11][c:12]2[cH:13][cH:14][cH:15][cH:16][c:17]2[cH:18][cH:19]1)([F:23])[F:24]. Starting materials: Cc1c(OCc2ccccc2)cccc1N1CCN(C(=O)OC(C)(C)C)CC1, CCO. The product is Cc1c(O)cccc1N1CCN(C(=O)OC(C)(C)C)CC1. RXN SMILES: [CH3:1][c:2]1[c:3]([N:16]2[CH2:17][CH2:18][N:19]([C:22](=[O:23])[O:24][C:25]([CH3:26])([CH3:27])[CH3:28])[CH2:20][CH2:21]2)[cH:4][cH:5][cH:6][c:7]1[O:8][CH2:9][c:10]1[cH:11][cH:12][cH:13][cH:14][cH:15]1.[CH3:29][CH2:30][OH:31]>>[CH3:1][c:2]1[c:3]([N:16]2[CH2:17][CH2:18][N:19]([C:22](=[O:23])[O:24][C:25]([CH3:26])([CH3:27])[CH3:28])[CH2:20][CH2:21]2)[cH:4][cH:5][cH:6][c:7]1[OH:8]. Reactants: C(C)(C)(C)OC(=O)N1[C@@H](CC(C1)=NOC)C(=O)O ((2S,4EZ)-1-(tert-butoxycarbonyl)-4-(methoxyimino)-2-pyrrolidinecarboxylic acid), CC1=C(C=CC=C1)C1=CC=C(C=C1)C(=O)O (2′-methyl[1,1′-biphenyl]-4-carboxylic acid), NC(CO)C ((2RS)-2-amino-1-propanol). Yields the product OCC(C)NC(=O)[C@H]1N(CC(C1)=NOC)C(=O)C1=CC=C(C=C1)C1=C(C=CC=C1)C ((2S,4EZ)-N-[(1RS)-2-hydroxy-1-methylethyl]-4-(methoxyimino)-1-[(2′-methyl[1,1′-biphenyl]-4-yl)carbonyl]-2-pyrrolidinecarboxamide). RXN SMILES: C(O[C:6]([N:8]1[CH2:12][C:11](=[N:13][O:14][CH3:15])[CH2:10][C@H:9]1[C:16]([OH:18])=O)=[O:7])(C)(C)C.[CH3:19][C:20]1[CH:25]=[CH:24][CH:23]=[CH:22][C:21]=1[C:26]1[CH:31]=[CH:30][C:29](C(O)=O)=[CH:28][CH:27]=1.[NH2:35][CH:36]([CH3:39])[CH2:37][OH:38]>>[OH:38][CH2:37][CH:36]([NH:35][C:16]([C@@H:9]1[CH2:10][C:11](=[N:13][O:14][CH3:15])[CH2:12][N:8]1[C:6]([C:29]1[CH:28]=[CH:27][C:26]([C:21]2[CH:22]=[CH:23][CH:24]=[CH:25][C:20]=2[CH3:19])=[CH:31][CH:30]=1)=[O:7])=[O:18])[CH3:39]. Procedure details: Following the general method as outlined in Example 22, starting from (2S,4EZ)-1-(tert-butoxycarbonyl)-4-(methoxyimino)-2-pyrrolidinecarboxylic acid, 2′-methyl[1,1′-biphenyl]-4-carboxylic acid, and (2RS)-2-amino-1-propanol, the title compound was obtained in 88% purity by HPLC. MS(ESI+): m/z=410. Starting materials: OCCNC1=CC(=CC=2C(C3=C(C=C(C=C3C(C12)=O)Br)NCCO)=O)Br (1,5-bis(2-hydroxyethylamino)-3,7-dibromoanthraquinone), CN(C=O)C (dimethylformamide), C1(=CC=CC=C1)[S-].[Na+] (sodium thiophenolate). The solvent is CO (methanol). Run at temperature 120 celsius. Product: OCCNC1=CC(=CC=2C(C3=C(C=C(C=C3C(C12)=O)SC1=CC=CC=C1)NCCO)=O)SC1=CC=CC=C1 (1,5-Bis(2-hydroxyethylamino)-3,7-bis(phenylmercapto)-anthraquinone). Reaction SMILES: [OH:1][CH2:2][CH2:3][NH:4][C:5]1[C:18]2[C:17](=[O:19])[C:16]3[C:11](=[C:12]([NH:21][CH2:22][CH2:23][OH:24])[CH:13]=[C:14](Br)[CH:15]=3)[C:10](=[O:25])[C:9]=2[CH:8]=[C:7](Br)[CH:6]=1.CN(C)C=O.[C:32]1([S-:38])[CH:37]=[CH:36][CH:35]=[CH:34][CH:33]=1.[Na+]>CO>[OH:1][CH2:2][CH2:3][NH:4][C:5]1[C:18]2[C:17](=[O:19])[C:16]3[C:11](=[C:12]([NH:21][CH2:22][CH2:23][OH:24])[CH:13]=[C:14]([S:38][C:32]4[CH:37]=[CH:36][CH:35]=[CH:34][CH:33]=4)[CH:15]=3)[C:10](=[O:25])[C:9]=2[CH:8]=[C:7]([S:38][C:32]2[CH:37]=[CH:36][CH:35]=[CH:34][CH:33]=2)[CH:6]=1 |f:2.3|. Procedure: 24 g of 1,5-bis(2-hydroxyethylamino)-3,7-dibromoanthraquinone are introduced at RT into 100 ml of dimethylformamide (DMF). After the addition of 16.3 g of sodium thiophenolate, the mixture is heated to 120° C. and maintained at that temperature for one hour. After cooling the mixture to RT, 100 ml of methanol are added thereto. The precipitate is filtered off, washed with a methanol/water mixture (1:1) and dried in vacuo.